This data is from the Open Reaction Database (ORD), a public repository of structured organic reaction records. The task is: describe an organic reaction: reactants, conditions, products, and yield As a reaction SMILES: [Br:1][c:2]1[c:3]([OH:9])[cH:4][cH:5][c:6]([F:8])[cH:7]1.[Na+:10].[O-:11][N+:12]([O-:13])=[O:14].[OH2:20].[S:15](=[O:16])(=[O:17])([OH:18])[OH:19]>>[Br:1][c:2]1[c:3]([OH:9])[c:4]([N+:12](=[O:11])[O-:13])[cH:5][c:6]([F:8])[cH:7]1. Starting materials: Oc1ccc(F)cc1Br, [Na+], O=[N+]([O-])[O-], O, O=S(=O)(O)O. Product: O=[N+]([O-])c1cc(F)cc(Br)c1O. The reactants are O1OOCCC1 (trioxane), C(C)NS(=O)(=O)C=1C2=C(SC1)C=CC=C2 (N-ethyl-benzo[b]thiophene-3-sulphonamide), ice water. The solvent is FC(C(=O)O)(F)F (trifluoroacetic acid), CS(=O)(=O)O (methanesulphonic acid). Conditions: time 2.5 hour. The product is C(C)N1S(C2=CSC=3C=CC=C(C1)C32)(=O)=O (4-ethyl-4,5-dihydro-1,3-dithia-4-aza-acenaphthylene 3,3-dioxide). RXN SMILES: [CH2:1]([NH:3][S:4]([C:7]1[C:8]2[CH:15]=[CH:14][CH:13]=[CH:12][C:9]=2[S:10][CH:11]=1)(=[O:6])=[O:5])[CH3:2].O1CC[CH2:19]OO1>CS(O)(=O)=O.FC(F)(F)C(O)=O>[CH2:1]([N:3]1[CH2:19][C:15]2[C:8]3[C:7](=[CH:11][S:10][C:9]=3[CH:12]=[CH:13][CH:14]=2)[S:4]1(=[O:5])=[O:6])[CH3:2]. Procedure: 1.90 g of N-ethyl-benzo[b]thiophene-3-sulphonamide are dissolved in 25 ml methanesulphonic acid at 35° C. and combined with a solution of 0.29 g of trioxane in 8 ml of trifluoroacetic acid. After 2.5 h stirring at ambient temperature the reaction mixture is poured onto 400 ml of ice water. The solid formed is separated off by filtration, washed with 200 ml of water and then dissolved while hot in 400 ml of ethanol/isopropanol (1:1) and separated from solid residues by filtering again. The residu... Reactants: ClC=1C(=CC(NC1)=O)C1=C(C=CC(=C1)Cl)C(F)(F)F (5-chloro-4-[5-chloro-2-(trifluoromethyl)phenyl]pyridin-2(1H)-one), BrC(C(=O)OC(C)(C)C)C (tert-butyl 2-bromopropanoate). Product: ClC=1C(=CC(N(C1)C(C(=O)OC(C)(C)C)C)=O)C1=C(C=CC(=C1)Cl)C(F)(F)F (tert-Butyl 2-{5-chloro-4-[5-chloro-2-(trifluoromethyl)phenyl]-2-oxopyridin-1(2H)-yl}propanoate). Reaction SMILES: [Cl:1][C:2]1[C:3]([C:9]2[CH:14]=[C:13]([Cl:15])[CH:12]=[CH:11][C:10]=2[C:16]([F:19])([F:18])[F:17])=[CH:4][C:5](=[O:8])[NH:6][CH:7]=1.Br[CH:21]([CH3:29])[C:22]([O:24][C:25]([CH3:28])([CH3:27])[CH3:26])=[O:23]>>[Cl:1][C:2]1[C:3]([C:9]2[CH:14]=[C:13]([Cl:15])[CH:12]=[CH:11][C:10]=2[C:16]([F:17])([F:18])[F:19])=[CH:4][C:5](=[O:8])[N:6]([CH:21]([CH3:29])[C:22]([O:24][C:25]([CH3:28])([CH3:27])[CH3:26])=[O:23])[CH:7]=1. Procedure: 123 mg (0.4 mmol) of 5-chloro-4-[5-chloro-2-(trifluoromethyl)phenyl]pyridin-2(1H)-one and 1.05 eq. of tert-butyl 2-bromopropanoate (racemate) were reacted according to General Method 4B at 100° C. Yield: 81 mg (47% of theory) The reactants are C(#N)C=1C=C2C(=CN1)NC(=C2)C(=O)O (5-cyano-1H-pyrrolo[2,3-c]pyridine-2-carboxylic acid), Cl.NCC(=O)C1=CC=CC=C1 (2-aminoacetophenone hydrochloride), CN1CCOCC1 (N-methylmorpholine), C[N+]1(CCOCC1)C2=NC(=NC(=N2)OC)OC.[Cl-] (DMTMM). The solvent is C1CCOC1 (THF). Conditions: time 16 hour. The product is O=C(CNC(=O)C1=CC=2C(=CN=C(C2)C#N)N1)C1=CC=CC=C1 (5-Cyano-1H-pyrrolo[2,3-c]pyridine-2-carboxylic acid (2-oxo-2-phenylethyl)amide). As a reaction SMILES: [C:1]([C:3]1[CH:4]=[C:5]2[CH:11]=[C:10]([C:12]([OH:14])=O)[NH:9][C:6]2=[CH:7][N:8]=1)#[N:2].Cl.[NH2:16][CH2:17][C:18]([C:20]1[CH:25]=[CH:24][CH:23]=[CH:22][CH:21]=1)=[O:19].CN1CCOCC1.C[N+]1(C2N=C(OC)N=C(OC)N=2)CCOCC1.[Cl-]>C1COCC1>[O:19]=[C:18]([C:20]1[CH:25]=[CH:24][CH:23]=[CH:22][CH:21]=1)[CH2:17][NH:16][C:12]([C:10]1[NH:9][C:6]2=[CH:7][N:8]=[C:3]([C:1]#[N:2])[CH:4]=[C:5]2[CH:11]=1)=[O:14] |f:1.2,4.5|. Procedure: To a solution of 5-cyano-1H-pyrrolo[2,3-c]pyridine-2-carboxylic acid (Preparation 62, 0.035 g, 0.19 mmol) in THF (15 mL) under argon was added 2-aminoacetophenone hydrochloride (0.036 g, 0.21 mmol), N-methylmorpholine (25 μM, 0.23 mmol) and DMTMM (0.072 g, 0.27 mmol). The reaction mixture was stirred at rt for 16 h. The reaction mixture was concentrated to dryness in vacuo. The residue was partitioned between ethyl acetate (100 mL) and water (50 mL). The organic phase was separated and the aqueo...